From a dataset of the Open Reaction Database (ORD), a public repository of structured organic reaction records. describe an organic reaction: reactants, conditions, products, and yield Starting materials: CN(C)c1ccccc1CSc1cnc2ccccc2n1, ClC(Cl)Cl, O=C(OO)c1cccc(Cl)c1. Product: CN(C)c1ccccc1CS(=O)c1cnc2ccccc2n1. Reaction SMILES: [CH3:1][N:2]([c:3]1[c:4]([CH2:5][S:6][c:7]2[n:8][c:9]3[cH:10][cH:11][cH:12][cH:13][c:14]3[n:15][cH:16]2)[cH:17][cH:18][cH:19][cH:20]1)[CH3:21].[CH:33]([Cl:34])([Cl:35])[Cl:36].[Cl:22][c:23]1[cH:24][cH:25][cH:26][c:27]([C:28]([O:29][OH:31])=[O:30])[cH:32]1>>[CH3:1][N:2]([c:3]1[c:4]([CH2:5][S:6]([c:7]2[n:8][c:9]3[cH:10][cH:11][cH:12][cH:13][c:14]3[n:15][cH:16]2)=[O:30])[cH:17][cH:18][cH:19][cH:20]1)[CH3:21]. Reactants: NC1=CC=CC=C1 (aniline), ClCCCCCCO (6-chloro-1-hexanol), C([O-])([O-])=O.[K+].[K+] (potassium carbonate). Run in C(CCC)O (n-butanol). Yields the product OCCCCCCN(C1=CC=CC=C1)CCCCCCO (N,N-Bis-(6-hydroxyhexyl)-aniline). The yield is 60.0%. As a reaction SMILES: [NH2:1][C:2]1[CH:7]=[CH:6][CH:5]=[CH:4][CH:3]=1.Cl[CH2:9][CH2:10][CH2:11][CH2:12][CH2:13][CH2:14][OH:15].[C:16](=[O:19])([O-])[O-].[K+].[K+]>C(O)CCC>[OH:15][CH2:14][CH2:13][CH2:12][CH2:11][CH2:10][CH2:9][N:1]([CH2:4][CH2:3][CH2:2][CH2:7][CH2:6][CH2:16][OH:19])[C:2]1[CH:7]=[CH:6][CH:5]=[CH:4][CH:3]=1 |f:2.3.4|. Procedure details: A mixture of 9.3 g (100 mmol) freshly distilled aniline, 30.0 g (220 mmol) 6-chloro-1-hexanol and 30.4 g (220 mmol) potassium carbonate were heated in 50 ml of n-butanol under reflux for 4 days. After cooling the solids were filtered of and the solvent is removed in vacuum. Purification by liquid chromatography (ethyl acetate/hexane 2:1) afforded 17.6 g (60%) of a colorless oil.1 H-NMR (400 MHz, CDCl3): δ=7.18 (m, 2H), 6.61 (m, 3H), 3.91 (t, J=6.4 Hz, 4H), 3.67 (t, J=6.4 Hz, 4H), 1.90–1.77 (m, 4...